Dataset: the Open Reaction Database (ORD), a public repository of structured organic reaction records. Task: describe an organic reaction: reactants, conditions, products, and yield The product is CN(C(=O)OC(C)(C)C)C(COCc1ccccc1)COCC1COC(C)(C)O1. Starting materials: CC(C)(C)OC(=O)NC(COCc1ccccc1)COCC1COC(C)(C)O1, CI, [H-], [Na+], CN(C)C=O. RXN SMILES: [C:1]([CH3:2])([CH3:3])([CH3:4])[O:5][C:6]([NH:7][CH:8]([CH2:9][O:10][CH2:11][c:12]1[cH:13][cH:14][cH:15][cH:16][cH:17]1)[CH2:18][O:19][CH2:20][CH:21]1[O:22][C:23]([CH3:26])([CH3:27])[O:24][CH2:25]1)=[O:28].[CH3:31][I:32].[H-:29].[Na+:30].[O:33]=[CH:34][N:35]([CH3:36])[CH3:37]>>[C:1]([CH3:2])([CH3:3])([CH3:4])[O:5][C:6]([N:7]([CH:8]([CH2:9][O:10][CH2:11][c:12]1[cH:13][cH:14][cH:15][cH:16][cH:17]1)[CH2:18][O:19][CH2:20][CH:21]1[O:22][C:23]([CH3:26])([CH3:27])[O:24][CH2:25]1)[CH3:31])=[O:28]. The reactants are C(#CC#CCCCCCCCC)O.C(C)(C)NC(=O)OCC (dodecadiyn-ol isopropylurethane), C(CCCCCCCCCCCCCCCCC)N=C=O (n-octadecylisocyanate). As a reaction SMILES: [C:1]([OH:13])#[C:2][C:3]#[C:4][CH2:5][CH2:6][CH2:7][CH2:8][CH2:9][CH2:10][CH2:11][CH3:12].[CH:14]([NH:17][C:18]([O:20][CH2:21][CH3:22])=[O:19])([CH3:16])[CH3:15].[CH2:23](N=C=[O:43])[CH2:24][CH2:25][CH2:26][CH2:27][CH2:28][CH2:29][CH2:30][CH2:31][CH2:32][CH2:33][CH2:34][CH2:35][CH2:36][CH2:37][CH2:38][CH2:39][CH3:40]>>[CH2:40]([N:17]([CH:14]([CH3:16])[CH3:15])[C:18]([O:20][CH2:21][CH3:22])=[O:19])[CH2:39][CH2:38][CH2:37][CH2:36][CH2:35][CH2:34][CH2:33][CH2:32][CH2:31][CH2:30][CH2:29][CH2:28][CH2:27][CH2:26][CH2:25][CH2:24][CH3:23].[CH2:12]([OH:43])[CH2:11][CH2:10][CH2:9][C:8]#[C:7][C:6]#[C:5][CH2:4][CH2:3][CH2:2][CH2:1][OH:13] |f:0.1,3.4|. Reported procedure: Following the general procedure of Example 1, the above-formed dodecadiyn-ol-isopropylurethane was reacted with n-octadecylisocyanate to form 5,7-dodecadiyn-1,12-diol n-octadecylisopropylurethane (VII) which had a melting point of 105°-108° C. The material was recrystallized from acetone to yield a blue powder with melting point 110°-111° C. The brown-black powder, which was obtained by irradiating the n-octadecylisopropylurethane of 5,7-dodecadiyn-1,12-diol with 50 Mrads of γ-radiation, exhibit... Yields the product C(CCCCCCCCCCCCCCCCC)N(C(=O)OCC)C(C)C.C(CCCC#CC#CCCCCO)O (5,7-dodecadiyn-1,12-diol n-octadecyl-isopropylurethane). The reactants are S1CCC(CC1)=O (tetrahydrothiopyran-4-one), COS(=O)(=O)C(F)(F)F (methyltrifluoromethane sulfonate). Run in ClCCl (dichloromethane). The product is OS(=O)(=O)C(F)(F)F.CC1SCCC(C1)=O (Methyl-Tetrahydrothiopyran-4-One Triflate). Reaction SMILES: [S:1]1[CH2:6][CH2:5][C:4](=[O:7])[CH2:3][CH2:2]1.[CH3:8][O:9][S:10]([C:13]([F:16])([F:15])[F:14])(=[O:12])=[O:11]>ClCCl>[OH:12][S:10]([C:13]([F:16])([F:15])[F:14])(=[O:11])=[O:9].[CH3:8][CH:2]1[CH2:3][C:4](=[O:7])[CH2:5][CH2:6][S:1]1 |f:3.4|. Procedure: 2 mmol of tetrahydrothiopyran-4-one was dissolved in 5 ml of dichloromethane at 0° C., and about 2 mmol of methyltrifluoromethane sulfonate was slowly dripped to the mixture. The solvent was removed after about 30 minutes, and was then recrystallized with a mixture of ethyl acetate and hexane (1:2 by weight) to obtain a white solid product. The solid product was filtered and dried for 1 hour in an oven at 50° C. to obtain the following product: Reactants: CC(NC(=O)Cn1ncc(NC2CC3CC(C2C)C3(C)C)c(Cl)c1=O)c1cnn(COCC[Si](C)(C)C)c1, Cl, C1COCCO1. Yields the product CC(NC(=O)Cn1ncc(NC2CC3CC(C2C)C3(C)C)c(Cl)c1=O)c1cn[nH]c1. As a reaction SMILES: [Cl:1][c:2]1[c:3]([NH:28][CH:29]2[CH:30]([CH3:38])[CH:31]3[C:32]([CH3:36])([CH3:37])[CH:33]([CH2:34]2)[CH2:35]3)[cH:4][n:5][n:6]([CH2:9][C:10](=[O:11])[NH:12][CH:13]([CH3:14])[c:15]2[cH:16][n:17][n:18]([CH2:20][O:21][CH2:22][CH2:23][Si:24]([CH3:25])([CH3:26])[CH3:27])[cH:19]2)[c:7]1=[O:8].[ClH:45].[O:39]1[CH2:40][CH2:41][O:42][CH2:43][CH2:44]1>>[Cl:1][c:2]1[c:3]([NH:28][CH:29]2[CH:30]([CH3:38])[CH:31]3[C:32]([CH3:36])([CH3:37])[CH:33]([CH2:34]2)[CH2:35]3)[cH:4][n:5][n:6]([CH2:9][C:10](=[O:11])[NH:12][CH:13]([CH3:14])[c:15]2[cH:16][nH:17][n:18][cH:19]2)[c:7]1=[O:8]. The reactants are C(CCCC)C1=CC=C(C=C1)C1=CC=C(C=C1)C(C)=O (4'-n-pentyl-4-acetylbiphenyl), Cl (hydrochloric acid), S([O-])(O)=O.[Na+] (sodium bisulfite), BrBr (bromine), BrO (hypobromous acid). The solvent is O1CCOCC1 (p-dioxane), O1CCOCC1 (p-dioxane), O (water), [OH-].[Na+] (sodium hydroxide). Yields the product C(CCCC)C1=CC=C(C=C1)C1=CC=C(C=C1)C(=O)O (4'-n-pentyl-4-biphenylcarboxylic acid). The yield is 84.0%. RXN SMILES: [CH2:1]([C:6]1[CH:11]=[CH:10][C:9]([C:12]2[CH:17]=[CH:16][C:15]([C:18](=[O:20])C)=[CH:14][CH:13]=2)=[CH:8][CH:7]=1)[CH2:2][CH2:3][CH2:4][CH3:5].BrBr.BrO.S(=O)(O)[O-:26].[Na+].Cl>[OH-].[Na+].O.O1CCOCC1>[CH2:1]([C:6]1[CH:7]=[CH:8][C:9]([C:12]2[CH:13]=[CH:14][C:15]([C:18]([OH:20])=[O:26])=[CH:16][CH:17]=2)=[CH:10][CH:11]=1)[CH2:2][CH2:3][CH2:4][CH3:5] |f:3.4,6.7|. Procedure: 883 Gram of 4'-n-pentyl-4-acetylbiphenyl was introduced into a 30 l stainless steel reactor (provided with a stirrer, a reflux condenser and a funnel for dropwise adding), added 3.75 l of p-dioxane and dissolved with stirring. On the other hand, 1.8 kg of bromine was dropwise added to and dissolved in a solution of 2 kg of sodium hydroxide dissolved in 7.5 l of water, cooled to 10°-15° C. The resulting hypobromous acid solution was maintained at about 10° C. This solution was dropwise added to t... The reactants are CCOC(=O)C1C(C1(C)C)C=C(C)C (ethyl chrysanthemate), B(Br)(Br)Br (Boron tribromide). Run in O1CCOCC1 (dioxane). Reaction conditions: temperature 15 celsius. Product: CC(=CC1C(C1(C)C)C(=O)O)C (chrysanthemic acid). RXN SMILES: CC[O:3][C:4]([CH:6]1[C:8]([CH3:10])([CH3:9])[CH:7]1[CH:11]=[C:12]([CH3:14])[CH3:13])=[O:5].B(Br)(Br)Br>O1CCOCC1>[CH3:13][C:12]([CH3:14])=[CH:11][CH:7]1[C:8]([CH3:9])([CH3:10])[CH:6]1[C:4]([OH:5])=[O:3]. Procedure: In a 50 ml flask, there were charged ethyl chrysanthemate (composition: (+)-cis, 2.5%; (-)-cis, 16.8%; (+)-trans, 12.3%; (-)-trans, 68.4%) (2.0 g) and dioxane (18.0 g) under nitrogen. Boron tribromide (0.26 g) was added thereto at 15° C. with stirring and stirred for 4 hours. Then a small amount of the reaction mixture was hydrolyzed to obtain chrysanthemic acid. The composition of the optical isomers in the product was determined by the same method as described in EXAMPLE 1. The result was as f... Reactants: ClC1=CC(=C(C=C1O)NC(OC)=O)F (methyl N-(4-chloro-2-fluoro-5-hydroxyphenyl)carbamate), C1(=CC=C(C=C1)S(=O)(=O)OC1CCCC1)C (cyclopentyl p-toluenesulfonate), C([O-])([O-])=O.[K+].[K+] (potassium carbonate), [I-].[K+] (potassium iodide). The solvent is CC(=O)C (acetone). Product: ClC1=CC(=C(C=C1OC1CCCC1)NC(OC)=O)F (methyl N-(4-chloro-5-cyclopentyloxy-2-fluorophenyl)carbamate). The yield is 93.1%. RXN SMILES: [Cl:1][C:2]1[C:7]([OH:8])=[CH:6][C:5]([NH:9][C:10](=[O:13])[O:11][CH3:12])=[C:4]([F:14])[CH:3]=1.C1(C)C=CC(S(O[CH:25]2[CH2:29][CH2:28][CH2:27][CH2:26]2)(=O)=O)=CC=1.C(=O)([O-])[O-].[K+].[K+].[I-].[K+]>CC(C)=O>[Cl:1][C:2]1[C:7]([O:8][CH:25]2[CH2:29][CH2:28][CH2:27][CH2:26]2)=[CH:6][C:5]([NH:9][C:10](=[O:13])[O:11][CH3:12])=[C:4]([F:14])[CH:3]=1 |f:2.3.4,5.6|. Reported procedure: A 10-L three-necked flask equipped with a mechanical stirrer and a Dimroth condenser was charged with methyl N-(4-chloro-2-fluoro-5-hydroxyphenyl)carbamate (1.64 kg, 7.47 mol), cyclopentyl p-toluenesulfonate (1.80 kg, 7.48 mol), potassium carbonate (1.03 kg, 7.46 mol) and potassium iodide (12.3 g, 1.0 mol %), followed by the addition of solvent acetone (7,500 mL). The mixture was heated under reflux for 4 h. After completion of the reaction, the reaction mixture was recovered and 0.5N HCl (20 L)... Reactants: CC(=O)O[BH-](OC(C)=O)OC(C)=O, CC(=O)O, NC(=O)c1ccc(Oc2ccc(C=O)cc2)nc1, ClCCCl, Cl, [Na+], c1ccc(C2CCNCC2)cc1. The product is NC(=O)c1ccc(Oc2ccc(CN3CCC(c4ccccc4)CC3)cc2)nc1. As a reaction SMILES: [C:32]([O:33][BH-:34]([O:35][C:36](=[O:37])[CH3:38])[O:39][C:40](=[O:41])[CH3:42])(=[O:43])[CH3:44].[CH3:46][C:47](=[O:48])[OH:49].[CH:14](=[O:15])[c:16]1[cH:17][cH:18][c:19]([O:20][c:21]2[n:22][cH:23][c:24]([C:25](=[O:26])[NH2:27])[cH:28][cH:29]2)[cH:30][cH:31]1.[Cl:50][CH2:51][CH2:52][Cl:53].[ClH:1].[Na+:45].[c:2]1([CH:8]2[CH2:9][CH2:10][NH:11][CH2:12][CH2:13]2)[cH:3][cH:4][cH:5][cH:6][cH:7]1>>[c:2]1([CH:8]2[CH2:9][CH2:10][N:11]([CH2:14][c:16]3[cH:17][cH:18][c:19]([O:20][c:21]4[n:22][cH:23][c:24]([C:25](=[O:26])[NH2:27])[cH:28][cH:29]4)[cH:30][cH:31]3)[CH2:12][CH2:13]2)[cH:3][cH:4][cH:5][cH:6][cH:7]1. Reactants: CCOC(=O)CC=Cc1cccc(C(=O)c2ccccc2)c1, CCO, [K+], [OH-], O. Yields the product O=C(O)CC=Cc1cccc(C(=O)c2ccccc2)c1. As a reaction SMILES: [C:1]([c:2]1[cH:3][cH:4][cH:5][cH:6][cH:7]1)(=[O:8])[c:9]1[cH:10][c:11]([CH:15]=[CH:16][CH2:17][C:18](=[O:19])[O:20][CH2:21][CH3:22])[cH:12][cH:13][cH:14]1.[CH3:23][CH2:24][OH:25].[K+:27].[OH-:26].[OH2:28]>>[C:1]([c:2]1[cH:3][cH:4][cH:5][cH:6][cH:7]1)(=[O:8])[c:9]1[cH:10][c:11]([CH:15]=[CH:16][CH2:17][C:18](=[O:19])[OH:20])[cH:12][cH:13][cH:14]1.